Dataset: the Open Reaction Database (ORD), a public repository of structured organic reaction records. Task: describe an organic reaction: reactants, conditions, products, and yield Starting materials: O=C([O-])[O-], COc1ccc(CN(Cc2ccc(OC)cc2)S(=O)(=O)CCCCl)cc1, O=C1NCC(c2cccc(C(F)(F)F)c2)N1c1ccc(Oc2ccc(Cl)cc2)cc1, [Cs+], [Cs+], CN(C)C=O, O. Product: COc1ccc(CN(Cc2ccc(OC)cc2)S(=O)(=O)CCCN2CC(c3cccc(C(F)(F)F)c3)N(c3ccc(Oc4ccc(Cl)cc4)cc3)C2=O)cc1. Reaction SMILES: [C:57](=[O:58])([O-:59])[O-:60].[Cl:1][CH2:2][CH2:3][CH2:4][S:5](=[O:6])(=[O:7])[N:8]([CH2:9][c:10]1[cH:11][cH:12][c:13]([O:16][CH3:17])[cH:14][cH:15]1)[CH2:18][c:19]1[cH:20][cH:21][c:22]([O:25][CH3:26])[cH:23][cH:24]1.[Cl:27][c:28]1[cH:29][cH:30][c:31]([O:32][c:33]2[cH:34][cH:35][c:36]([N:39]3[C:40](=[O:54])[NH:41][CH2:42][CH:43]3[c:44]3[cH:45][c:46]([C:50]([F:51])([F:52])[F:53])[cH:47][cH:48][cH:49]3)[cH:37][cH:38]2)[cH:55][cH:56]1.[Cs+:61].[Cs+:62].[O:64]=[CH:65][N:66]([CH3:67])[CH3:68].[OH2:63]>>[CH2:2]([CH2:3][CH2:4][S:5](=[O:6])(=[O:7])[N:8]([CH2:9][c:10]1[cH:11][cH:12][c:13]([O:16][CH3:17])[cH:14][cH:15]1)[CH2:18][c:19]1[cH:20][cH:21][c:22]([O:25][CH3:26])[cH:23][cH:24]1)[N:41]1[C:40](=[O:54])[N:39]([c:36]2[cH:35][cH:34][c:33]([O:32][c:31]3[cH:30][cH:29][c:28]([Cl:27])[cH:56][cH:55]3)[cH:38][cH:37]2)[CH:43]([c:44]2[cH:45][c:46]([C:50]([F:51])([F:52])[F:53])[cH:47][cH:48][cH:49]2)[CH2:42]1. Reactants: N1(CCCCC1)CC1=CC(=NC=C1)OC\C=C/CN (4-(4-piperidinomethyl-2-pyridyloxy)-cis-2-butenylamine), N1C(=CC=C1)C(=O)O (2-pyrrolecarboxylic acid). Yields the product N1(CCCCC1)CC1=CC(=NC=C1)OC\C=C/CNC(=O)C=1NC=CC1 (N-[4-(4-piperidinomethyl-2-pyridyloxy)-cis-2-butenyl]pyrrole-2-carboxamide). The yield is 80.0%. As a reaction SMILES: [N:1]1([CH2:7][C:8]2[CH:13]=[CH:12][N:11]=[C:10]([O:14][CH2:15]/[CH:16]=[CH:17]\[CH2:18][NH2:19])[CH:9]=2)[CH2:6][CH2:5][CH2:4][CH2:3][CH2:2]1.[NH:20]1[CH:24]=[CH:23][CH:22]=[C:21]1[C:25](O)=[O:26]>>[N:1]1([CH2:7][C:8]2[CH:13]=[CH:12][N:11]=[C:10]([O:14][CH2:15]/[CH:16]=[CH:17]\[CH2:18][NH:19][C:25]([C:21]3[NH:20][CH:24]=[CH:23][CH:22]=3)=[O:26])[CH:9]=2)[CH2:6][CH2:5][CH2:4][CH2:3][CH2:2]1. Procedure: Following a procedure similar to that described in Example 13, but using 4-(4-piperidinomethyl-2-pyridyloxy)-cis-2-butenylamine and 2-pyrrolecarboxylic acid as starting materials, in relative proportions similar to those used in that Example, the title compound was obtained as colorless prisms, melting at 136°-137° C., in an 80% yield. Reactants: 14i, COC(=O)[C@]12N([C@@H](OC1)C(C)(C)C)C(CC2)=O ((3S,7aR)-3-tert-Butyl-1,6,7,7a-tetrahydro-5-oxopyrrolo[1,2-c]oxazole-7a-carboxylic Acid Methyl Ester), [Li+].CC(C)[N-]C(C)C (LDA), CN(C)P(=O)(N(C)C)N(C)C (HMPA), C1CCOC1 (THF), COC(=O)[C@]12N([C@@H](OC1)C(C)(C)C)C(CC2)=O ((3S,7aR)-3-tert-Butyl-1,6,7,7a-tetrahydro-5-oxopyrrolo[1,2-c]oxazole-7a-carboxylic Acid Methyl Ester), 14h, BrCCCC(C1=CC=CC=C1)C1=CC=CC=C1 (4-bromo-1,1-diphenylbutane), C1CCOC1 (THF), compound 14g. Conditions: time 1 hour. Yields the product COC(=O)[C@]12N([C@@H](OC1)C(C)(C)C)C(C(C2)(CC2=CC=CC=C2)CC2=CC=CC=C2)=O ((3S,7aR)-6,6-Dibenzyl-3-tert-butyl-1,6,7,7a-tetrahydro-5-oxopyrrolo[1,2-c]oxazole-7a-carboxylic Acid Methyl Ester). RXN SMILES: [CH3:1][O:2][C:3]([C@:5]12[CH2:16][CH2:15][C:14](=[O:17])[N:6]1[C@H:7]([C:10]([CH3:13])([CH3:12])[CH3:11])[O:8][CH2:9]2)=[O:4].[Li+].[CH3:19][CH:20]([N-]C(C)C)[CH3:21].CN(P(N(C)C)(N(C)C)=O)C.BrCCC[CH:41]([C:48]1[CH:53]=[CH:52][CH:51]=[CH:50][CH:49]=1)C1C=CC=CC=1.[CH2:54]1[CH2:58]O[CH2:56][CH2:55]1>>[CH3:1][O:2][C:3]([C@:5]12[CH2:16][C:15]([CH2:41][C:48]3[CH:49]=[CH:50][CH:51]=[CH:52][CH:53]=3)([CH2:56][C:55]3[CH:21]=[CH:20][CH:19]=[CH:58][CH:54]=3)[C:14](=[O:17])[N:6]1[C@H:7]([C:10]([CH3:13])([CH3:12])[CH3:11])[O:8][CH2:9]2)=[O:4] |f:1.2|. Procedure: To a solution of bicycle 17 (260 mg, 1.08 mmol) in THF (7.0 mL) under nitrogen were added at −78° C. successively a solution of LDA (1.5 M, 1.0 mL) and HMPA (1.0 mL). After 1 h, 4-bromo-1,1-diphenylbutane (360 mg, 1.25 mmol) in THF (3.0 mL) was added. After 6 h at −78° C., the reaction mixture was quenched with saturated NH4Cl solution. The product was extracted into EtOAc, and the combined organic layers were washed with brine, dried (Na2SO4), and concentrated under reduced pressure. Separation... The reactants are C(C)(C)(C)[C@@H]1NC(O[C@H]2[C@H](CCCCCC=3C(=NC=4C=CC=CC4C3OS(=O)(=O)C(F)(F)F)O[C@@H]3C[C@H](N(C1=O)C3)C(=O)OC)C2)=O (methyl (1aR,5S,8S,10R,22aR)-5-tert-butyl-17-{[(trifluoromethyl)sulfonyl]oxy}-3,6-dioxo-1,1a,3,4,5,6,9,10,18,19,20,21,22,22a-tetradecahydro-8H-7,10-methanocyclopropa[18,19][1,10,3,6]dioxadiazacyclononadecino[11,12-b]quinoline-8-carboxylate), C(CCC)[Sn](C=C)(CCCC)CCCC (tributyl(vinyl)stannane). Reagents/catalysts: [Cu]I (copper (I) iodide), C=1C=CC(=CC1)[P](C=2C=CC=CC2)(C=3C=CC=CC3)[Pd]([P](C=4C=CC=CC4)(C=5C=CC=CC5)C=6C=CC=CC6)([P](C=7C=CC=CC7)(C=8C=CC=CC8)C=9C=CC=CC9)[P](C=1C=CC=CC1)(C=1C=CC=CC1)C=1C=CC=CC1 (tetrakis). The solvent is O1CCOCC1 (dioxane). Conditions: temperature 80 celsius, time 16 hour. Product: C(C)(C)(C)[C@@H]1NC(O[C@H]2[C@H](CCCCCC=3C(=NC=4C=CC=CC4C3C=C)O[C@@H]3C[C@H](N(C1=O)C3)C(=O)OC)C2)=O (methyl (1aR,5S,8S,10R,22aR)-5-tert-butyl-17-vinyl-3,6-dioxo-1,1a,3,4,5,6,9,10,18,19,20,21,22,22a-tetradecahydro-8H-7,10-methanocyclopropa[18,19][1,10,3,6]dioxadiazacyclononadecino[11,12-b]quinoline-8-carboxylate). RXN SMILES: [C:1]([C@H:5]1[C:39](=[O:40])[N:38]2[CH2:41][C@@H:35]([CH2:36][C@H:37]2[C:42]([O:44][CH3:45])=[O:43])[O:34][C:17]2=[N:18][C:19]3[CH:20]=[CH:21][CH:22]=[CH:23][C:24]=3[C:25](OS(C(F)(F)F)(=O)=O)=[C:16]2[CH2:15][CH2:14][CH2:13][CH2:12][CH2:11][C@@H:10]2[CH2:46][C@H:9]2[O:8][C:7](=[O:47])[NH:6]1)([CH3:4])([CH3:3])[CH3:2].[CH2:48]([Sn](CCCC)(CCCC)C=C)[CH2:49]CC>O1CCOCC1.[Cu]I.C1C=CC([P]([Pd]([P](C2C=CC=CC=2)(C2C=CC=CC=2)C2C=CC=CC=2)([P](C2C=CC=CC=2)(C2C=CC=CC=2)C2C=CC=CC=2)[P](C2C=CC=CC=2)(C2C=CC=CC=2)C2C=CC=CC=2)(C2C=CC=CC=2)C2C=CC=CC=2)=CC=1>[C:1]([C@H:5]1[C:39](=[O:40])[N:38]2[CH2:41][C@@H:35]([CH2:36][C@H:37]2[C:42]([O:44][CH3:45])=[O:43])[O:34][C:17]2=[N:18][C:19]3[CH:20]=[CH:21][CH:22]=[CH:23][C:24]=3[C:25]([CH:48]=[CH2:49])=[C:16]2[CH2:15][CH2:14][CH2:13][CH2:12][CH2:11][C@@H:10]2[CH2:46][C@H:9]2[O:8][C:7](=[O:47])[NH:6]1)([CH3:2])([CH3:4])[CH3:3] |^1:74,76,95,114|. Procedure: To a solution of the product from Example 244 step 1 (100 mg, 0.146 mmol) in dioxane (3 ml) was added tributyl(vinyl)stannane (92 mg, 0.292 mmol), copper (I) iodide (5.55 mg, 0.029 mmol) and tetrakis (33.7 mg, 0.029 mmol). After purging with N2 for 5 min, the reaction was stirred at 80° C. for 16 hours. After cooling to room temperature, water was added and the reaction was extracted with ethyl acetate, washed with brine, dried (Na2SO4) and concentrated. Purification by PTLC (30% EtOAc/hexane) p... Starting materials: OBO, CC1(c2cccc(Br)c2)COCC(N)=N1, COCCOC, Fc1cccc(F)c1, [Na+], O=C([O-])O, c1ccc(P(c2ccccc2)(c2ccccc2)[Pd](P(c2ccccc2)(c2ccccc2)c2ccccc2)(P(c2ccccc2)(c2ccccc2)c2ccccc2)P(c2ccccc2)(c2ccccc2)c2ccccc2)cc1. Yields the product CC1(c2cccc(-c3ccc(F)cc3F)c2)COCC(N)=N1. As a reaction SMILES: [BH:21]([OH:22])[OH:23].[Br:1][c:2]1[cH:3][c:4]([C:8]2([CH3:15])[N:9]=[C:10]([NH2:14])[CH2:11][O:12][CH2:13]2)[cH:5][cH:6][cH:7]1.[CH3:32][O:33][CH2:34][CH2:35][O:36][CH3:37].[F:24][c:25]1[cH:26][cH:27][cH:28][c:29]([F:31])[cH:30]1.[Na+:16].[OH:17][C:18](=[O:19])[O-:20].[cH:38]1[cH:39][cH:40][c:41]([P:42]([Pd:43]([P:44]([c:45]2[cH:46][cH:47][cH:48][cH:49][cH:50]2)([c:51]2[cH:52][cH:53][cH:54][cH:55][cH:56]2)[c:57]2[cH:58][cH:59][cH:60][cH:61][cH:62]2)([P:63]([c:64]2[cH:65][cH:66][cH:67][cH:68][cH:69]2)([c:70]2[cH:71][cH:72][cH:73][cH:74][cH:75]2)[c:76]2[cH:77][cH:78][cH:79][cH:80][cH:81]2)[P:82]([c:83]2[cH:84][cH:85][cH:86][cH:87][cH:88]2)([c:89]2[cH:90][cH:91][cH:92][cH:93][cH:94]2)[c:95]2[cH:96][cH:97][cH:98][cH:99][cH:100]2)([c:101]2[cH:102][cH:103][cH:104][cH:105][cH:106]2)[c:107]2[cH:108][cH:109][cH:110][cH:111][cH:112]2)[cH:113][cH:114]1>>[c:2]1(-[c:26]2[c:25]([F:24])[cH:30][c:29]([F:31])[cH:28][cH:27]2)[cH:3][c:4]([C:8]2([CH3:15])[N:9]=[C:10]([NH2:14])[CH2:11][O:12][CH2:13]2)[cH:5][cH:6][cH:7]1.